describe an organic reaction: reactants, conditions, products, and yield From a dataset of the Open Reaction Database (ORD), a public repository of structured organic reaction records. Reaction SMILES: [C:1](=[O:2])([OH:3])[CH:4]([CH2:5][CH:6]=[CH2:7])[CH:8]1[O:9][C:10]([CH3:14])([CH3:15])[O:11][C:12]1=[O:13].[CH2:17]([c:18]1[cH:19][cH:20][cH:21][cH:22][cH:23]1)[O:24][C:25]([CH:26]([NH2:27])[C:28]([CH3:29])([CH3:30])[CH3:31])=[O:32].[ClH:16]>>[C:1](=[O:3])([CH:4]([CH2:5][CH:6]=[CH2:7])[CH:8]1[O:9][C:10]([CH3:14])([CH3:15])[O:11][C:12]1=[O:13])[NH:27][CH:26]([C:25]([O:24][CH2:17][c:18]1[cH:19][cH:20][cH:21][cH:22][cH:23]1)=[O:32])[C:28]([CH3:29])([CH3:30])[CH3:31]. The reactants are C=CCC(C(=O)O)C1OC(C)(C)OC1=O, CC(C)(C)C(N)C(=O)OCc1ccccc1, Cl. The product is C=CCC(C(=O)NC(C(=O)OCc1ccccc1)C(C)(C)C)C1OC(C)(C)OC1=O.